Task: describe an organic reaction: reactants, conditions, products, and yield. Dataset: the Open Reaction Database (ORD), a public repository of structured organic reaction records The reactants are C(C(=O)Cl)(=O)Cl (oxalyl chloride), ClC1=C(C(=O)N)C(=CC=C1[N+](=O)[O-])Cl (2,6-dichloro-3-nitrobenzoic acid amide). Solvent: C(Cl)Cl (methylene chloride). The product is ClC1=C(C(=O)N=C=O)C(=CC=C1[N+](=O)[O-])Cl (2,6-dichloro-3-nitrobenzoyl isocyanate). As a reaction SMILES: C(Cl)(=O)[C:2](Cl)=[O:3].[Cl:7][C:8]1[C:16]([N+:17]([O-:19])=[O:18])=[CH:15][CH:14]=[C:13]([Cl:20])[C:9]=1[C:10]([NH2:12])=[O:11]>C(Cl)Cl>[Cl:7][C:8]1[C:16]([N+:17]([O-:19])=[O:18])=[CH:15][CH:14]=[C:13]([Cl:20])[C:9]=1[C:10]([N:12]=[C:2]=[O:3])=[O:11]. Procedure details: 3.5 ml of oxalyl chloride are added dropwise at room temperature over a period of 30 minutes to a suspension of 7.68 g of 2,6-dichloro-3-nitrobenzoic acid amide in 570 ml of methylene chloride. The batch is then heated at reflux temperature for 18 hours and the solvent is subsequently distilled off in vacuo, affording 8.6 g of crude 2,6-dichloro-3-nitrobenzoyl isocyanate which can be used directly in the subsequent reactions. Reactants: COc1ccc(B(O)O)cc1 (effective_coupling_partner), COc2nc(OC)nc(Oc1ccccc1)n2 (substrate). The reagents and catalysts are dppf. Run at temperature 110 celsius, time 24 hour. Yields the product COc2ccc(c1ccccc1)cc2. Starting materials: NCC=1C=NC=CC1 (3-(aminomethyl)pyridine), Cl.Cl.CC=1SC=C(N1)CN (1-(2-methyl-1,3-thiazol-4-yl)methylamine dihydrochloride), FC1=CC=C(CN2N=CN(C2=O)C2=CC(=C(S2)C(=O)O)C)C=C1 (5-(1-(4-fluorobenzyl)-5-oxo-1H-1,2,4-triazol-4(5H)-yl)-3-methylthiophene-2-carboxylic acid). The product is FC1=CC=C(CN2N=CN(C2=O)C2=CC(=C(S2)C(=O)NCC=2N=C(SC2)C)C)C=C1 (5-(1-(4-fluorobenzyl)-5-oxo-1H-1,2,4-triazol-4(5H)-yl)-3-methyl-N-((2-methylthiazol-4-yl)methyl)thiophene-2-carboxamide). The yield is 80.0%. RXN SMILES: NCC1C=NC=CC=1.Cl.Cl.[CH3:11][C:12]1[S:13][CH:14]=[C:15]([CH2:17][NH2:18])[N:16]=1.[F:19][C:20]1[CH:41]=[CH:40][C:23]([CH2:24][N:25]2[C:29](=[O:30])[N:28]([C:31]3[S:35][C:34]([C:36](O)=[O:37])=[C:33]([CH3:39])[CH:32]=3)[CH:27]=[N:26]2)=[CH:22][CH:21]=1>>[F:19][C:20]1[CH:41]=[CH:40][C:23]([CH2:24][N:25]2[C:29](=[O:30])[N:28]([C:31]3[S:35][C:34]([C:36]([NH:18][CH2:17][C:15]4[N:16]=[C:12]([CH3:11])[S:13][CH:14]=4)=[O:37])=[C:33]([CH3:39])[CH:32]=3)[CH:27]=[N:26]2)=[CH:22][CH:21]=1 |f:1.2.3|. Reported procedure: Following the procedure as described in Example 31, making variations as required to replace 3-(aminomethyl)pyridine with 1-(2-methyl-1,3-thiazol-4-yl)methylamine dihydrochloride to react with 5-(1-(4-fluorobenzyl)-5-oxo-1H-1,2,4-triazol-4(5H)-yl)-3-methylthiophene-2-carboxylic acid, the title compound was obtained as a colorless solid in 80% yield: mp 148-150° C.; 1H NMR (300 MHz, CDCl3) δ 7.71 (s, 1H), 7.40-7.33 (in, 2H), 7.07-6.99 (in, 2H), 7.03 (s, 1H), 6.89 (s, 1H), 6.50 (t, J=4.9 Hz, 1H), ... Reactants: C1(=CC=CC=C1)C(N(S(=O)(=O)CC(=O)OC)C)C1=CC=CC=C1 (Methyl (N-diphenylmethyl-N-methylsulfamoyl)acetate), N (ammonia). Yields the product C1(=CC=CC=C1)C(N(S(=O)(=O)CC(=O)N)C)C1=CC=CC=C1 ((N-Diphenylmethyl-N-methylsulfamoyl)acetamide). The yield is 90.0%. As a reaction SMILES: [C:1]1([CH:7]([C:18]2[CH:23]=[CH:22][CH:21]=[CH:20][CH:19]=2)[N:8]([CH3:17])[S:9]([CH2:12][C:13](OC)=[O:14])(=[O:11])=[O:10])[CH:6]=[CH:5][CH:4]=[CH:3][CH:2]=1.[NH3:24]>>[C:1]1([CH:7]([C:18]2[CH:23]=[CH:22][CH:21]=[CH:20][CH:19]=2)[N:8]([CH3:17])[S:9]([CH2:12][C:13]([NH2:24])=[O:14])(=[O:11])=[O:10])[CH:6]=[CH:5][CH:4]=[CH:3][CH:2]=1. Reported procedure: The subtitle compound (2.62 g, 90%) was prepared as a white solid from aqueous ammonia solution (10 ml, s.g.=0.88) and methyl (N-diphenylmethyl-N-methylsulfamoyl)acetate (from step (a), 3.05 g, 9.2 mmol), using the method of Example 1(b). m.p. 110-115° C. Starting materials: CCOC(=O)CN(C)C(=O)c1cccc(COc2ccc(-c3cc(F)c(F)cc3OC)cc2)c1, Cl, [Li+], C1COCCO1, [OH-], O. Yields the product COc1cc(F)c(F)cc1-c1ccc(OCc2cccc(C(=O)N(C)CC(=O)O)c2)cc1. RXN SMILES: [CH2:1]([CH3:2])[O:3][C:4]([CH2:5][N:6]([CH3:7])[C:8]([c:9]1[cH:10][c:11]([CH2:15][O:16][c:17]2[cH:18][cH:19][c:20](-[c:23]3[c:24]([O:31][CH3:32])[cH:25][c:26]([F:30])[c:27]([F:29])[cH:28]3)[cH:21][cH:22]2)[cH:12][cH:13][cH:14]1)=[O:33])=[O:34].[ClH:37].[Li+:36].[O:38]1[CH2:39][CH2:40][O:41][CH2:42][CH2:43]1.[OH-:35].[OH2:44]>>[O:3]=[C:4]([CH2:5][N:6]([CH3:7])[C:8]([c:9]1[cH:10][c:11]([CH2:15][O:16][c:17]2[cH:18][cH:19][c:20](-[c:23]3[c:24]([O:31][CH3:32])[cH:25][c:26]([F:30])[c:27]([F:29])[cH:28]3)[cH:21][cH:22]2)[cH:12][cH:13][cH:14]1)=[O:33])[OH:34]. The reactants are C1CCOC1, C[Si](C)(C)[N-][Si](C)(C)C, COc1ccc(CN(Cc2ccc(OC)cc2)c2nc(C)nc(-c3cc(CN4CCN(S(C)(=O)=O)CC4)cnc3F)n2)cc1, [Li+], CC(C)(C)OC(=O)Nc1ccc(N)cn1. The product is COc1ccc(CN(Cc2ccc(OC)cc2)c2nc(C)nc(-c3cc(CN4CCN(S(C)(=O)=O)CC4)cnc3Nc3ccc(NC(=O)OC(C)(C)C)nc3)n2)cc1. As a reaction SMILES: [CH2:70]1[O:71][CH2:72][CH2:73][CH2:74]1.[CH3:2][Si:3]([N-:4][Si:5]([CH3:6])([CH3:7])[CH3:8])([CH3:9])[CH3:10].[F:11][c:12]1[n:13][cH:14][c:15]([CH2:44][N:45]2[CH2:46][CH2:47][N:48]([S:51](=[O:52])(=[O:53])[CH3:54])[CH2:49][CH2:50]2)[cH:16][c:17]1-[c:18]1[n:19][c:20]([N:25]([CH2:26][c:27]2[cH:28][cH:29][c:30]([O:33][CH3:34])[cH:31][cH:32]2)[CH2:35][c:36]2[cH:37][cH:38][c:39]([O:42][CH3:43])[cH:40][cH:41]2)[n:21][c:22]([CH3:24])[n:23]1.[Li+:1].[NH2:55][c:56]1[cH:57][cH:58][c:59]([NH:62][C:63]([O:64][C:65]([CH3:66])([CH3:67])[CH3:68])=[O:69])[n:60][cH:61]1>>[c:12]1([NH:55][c:56]2[cH:57][cH:58][c:59]([NH:62][C:63]([O:64][C:65]([CH3:66])([CH3:67])[CH3:68])=[O:69])[n:60][cH:61]2)[n:13][cH:14][c:15]([CH2:44][N:45]2[CH2:46][CH2:47][N:48]([S:51](=[O:52])(=[O:53])[CH3:54])[CH2:49][CH2:50]2)[cH:16][c:17]1-[c:18]1[n:19][c:20]([N:25]([CH2:26][c:27]2[cH:28][cH:29][c:30]([O:33][CH3:34])[cH:31][cH:32]2)[CH2:35][c:36]2[cH:37][cH:38][c:39]([O:42][CH3:43])[cH:40][cH:41]2)[n:21][c:22]([CH3:24])[n:23]1. Starting materials: C([O-])(O)=O.[Na+] (sodium bicarbonate), N[C@H]1[C@@H]([C@@H](C2=CC=CC=C2C1)Cl)O ((±)-(1R,2S,3R)-3-amino-1-chloro-1,2,3,4-tetrahydro-2-naphthalenol), C(C1=CC=CC=C1)(=O)Cl (benzoylchloride). Solvent: O (water), O (water), C1(=CC=CC=C1)C (toluene). Yields the product C(C1=CC=CC=C1)(=O)N[C@H]1[C@@H]([C@@H](C2=CC=CC=C2C1)Cl)O ((±)(1R,2S,3R)-3-Benzoylamino-1-chloro-1,2,3,4-tetrahydro-2-naphthalenol). The yield is 45.3%. Reaction SMILES: [NH2:1][C@@H:2]1[CH2:11][C:10]2[C:5](=[CH:6][CH:7]=[CH:8][CH:9]=2)[C@@H:4]([Cl:12])[C@H:3]1[OH:13].[C:14](Cl)(=[O:21])[C:15]1[CH:20]=[CH:19][CH:18]=[CH:17][CH:16]=1.C(=O)(O)[O-].[Na+]>O.C1(C)C=CC=CC=1>[C:14]([NH:1][C@@H:2]1[CH2:11][C:10]2[C:5](=[CH:6][CH:7]=[CH:8][CH:9]=2)[C@@H:4]([Cl:12])[C@H:3]1[OH:13])(=[O:21])[C:15]1[CH:20]=[CH:19][CH:18]=[CH:17][CH:16]=1 |f:2.3|. Reported procedure: To a mixture of (±)-(1R,2S,3R)-3-amino-1-chloro-1,2,3,4-tetrahydro-2-naphthalenol (547 mg) in water (10 ml) and benzoylchloride (367 mg) in toluene (6 ml) was added dropwise a solution of sodium bicarbonate (420 mg) in water (10 ml) over a period of 30 minutes. Stirring was maintained at room temperature for an additional period of 30 minutes. The mixture was extracted with chloroform, washed with saturated aqueous sodium chloride and evaporated in vacuo. Recrystallization of the residue from a ... Starting materials: C(C1=CC=CC=C1)NCCN (N1-benzyl-ethane-1,2-diamine), FC1=CC=C(OC=2C=C3C=NN(C3=CC2C(=O)N)CC(C)C)C=C1 (5-(4-fluorophenoxy)-1-isobutyl-1H-indazole-6-carboxylic acid amide), FC1=CC=C(OC=2C=C3C=NN(C3=CC2C(=O)N)CC(C)C)C=C1 (5-(4-fluorophenoxy)-1-isobutyl-1H-indazole-6-carboxylic acid amide), C(=O)(N1C=NC=C1)N1C=NC=C1 (carbonyldiimidazole). The solvent is C1CCOC1 (THF). Run at time 18 hour. The product is C(C1=CC=CC=C1)NCCNC(=O)C1=C(C=C2C=NN(C2=C1)CC(C)C)OC1=CC=C(C=C1)F (5-(4-fluorophenoxy)-1-isobutyl-1H-indazole-6-carboxylic acid (2-benzylaminoethyl)-amide). The yield is 100.0%. Reaction SMILES: [F:1][C:2]1[CH:24]=[CH:23][C:5]([O:6][C:7]2[CH:8]=[C:9]3[C:13](=[CH:14][C:15]=2[C:16]([NH2:18])=[O:17])[N:12]([CH2:19][CH:20]([CH3:22])[CH3:21])[N:11]=[CH:10]3)=[CH:4][CH:3]=1.C(N1C=CN=C1)(N1C=CN=C1)=O.[CH2:37]([NH:44][CH2:45][CH2:46]N)[C:38]1[CH:43]=[CH:42][CH:41]=[CH:40][CH:39]=1>C1COCC1>[CH2:37]([NH:44][CH2:45][CH2:46][NH:18][C:16]([C:15]1[CH:14]=[C:13]2[C:9]([CH:10]=[N:11][N:12]2[CH2:19][CH:20]([CH3:22])[CH3:21])=[CH:8][C:7]=1[O:6][C:5]1[CH:23]=[CH:24][C:2]([F:1])=[CH:3][CH:4]=1)=[O:17])[C:38]1[CH:43]=[CH:42][CH:41]=[CH:40][CH:39]=1. Procedure: A solution of 5-(4-fluorophenoxy)-1-isobutyl-1H-indazole-6-carboxylic acid (compound 10g, prepared as described in Example 46) in THF was treated with carbonyldiimidazole (1.2 equivalents) at room temperature under nitrogen atmosphere. After stirring at for 18 hours, the reaction was treated with N1-benzyl-ethane-1,2-diamine (1 equivalent). After an additional 18 hours, the solvent was allowed to slowly evaporate and the residue was purified in a Sep Pak cartridge eluting with a gradient of 100%... Reactants: COC=1C=C(C(=O)N2CC(CC2)(CCOC(C)=O)C2=CC(=C(C=C2)Cl)Cl)C=C(C1OC)OC ((+)-1-(3,4,5-trimethoxybenzoyl)-3-(3,4-dichlorophenyl)-3-(2-acetoxyethyl)pyrrolidine), [OH-].[Li+] (lithium hydroxide). Run in ClCCl (dichloromethane), CO (methanol). Reaction conditions: time 3.5 hour. The product is COC=1C=C(C(=O)N2C[C@@](CC2)(CCO)C2=CC(=C(C=C2)Cl)Cl)C=C(C1OC)OC ((S)-1-(3,4,5-trimethoxybenzoyl)-3-(3,4-dichlorophenyl)-3-(2-hydroxyethyl)pyrrolidine). As a reaction SMILES: [CH3:1][O:2][C:3]1[CH:4]=[C:5]([CH:27]=[C:28]([O:32][CH3:33])[C:29]=1[O:30][CH3:31])[C:6]([N:8]1[CH2:12][CH2:11][C:10]([C:19]2[CH:24]=[CH:23][C:22]([Cl:25])=[C:21]([Cl:26])[CH:20]=2)([CH2:13][CH2:14][O:15]C(=O)C)[CH2:9]1)=[O:7].[OH-].[Li+]>CO.ClCCl>[CH3:1][O:2][C:3]1[CH:4]=[C:5]([CH:27]=[C:28]([O:32][CH3:33])[C:29]=1[O:30][CH3:31])[C:6]([N:8]1[CH2:12][CH2:11][C@@:10]([C:19]2[CH:24]=[CH:23][C:22]([Cl:25])=[C:21]([Cl:26])[CH:20]=2)([CH2:13][CH2:14][OH:15])[CH2:9]1)=[O:7] |f:1.2|. Procedure: Combine (+)-1-(3,4,5-trimethoxybenzoyl)-3-(3,4-dichlorophenyl)-3-(2-acetoxyethyl)pyrrolidine (670 mg, 1.35 mmol) and aqueous lithium hydroxide solution (4.2 mL, 1M) in methanol (15 mL). After 3.5 hours, concentrate in vacuo to give a residue. Dissolve the residue in dichloromethane and extract with 1M hydrochloric acid solution and saturated sodium bicarbonate solution. Dry the organic layer over MgSO4, filter, and concentrate in vacuo to obtain a residue. The residue was dried under high vacuum... Starting materials: BrC=1C(=NC=C(C(=O)NC2=CC=C(C=C2)S(F)(F)(F)(F)F)C1)Cl (5-bromo-6-chloro-N-(4-(pentafluorosulfanyl)phenyl)nicotinamide), N1C[C@@H](CC1)O ((R)-pyrrolidin-3-ol). Product: BrC=1C(=NC=C(C(=O)NC2=CC=C(C=C2)S(F)(F)(F)(F)F)C1)N1C[C@@H](CC1)O ((R)-5-Bromo-6-(3-hydroxypyrrolidin-1-yl)-N-(4-(pentafluorosulfanyl)phenyl)nicotinamide). As a reaction SMILES: [Br:1][C:2]1[C:3](Cl)=[N:4][CH:5]=[C:6]([CH:22]=1)[C:7]([NH:9][C:10]1[CH:15]=[CH:14][C:13]([S:16]([F:21])([F:20])([F:19])([F:18])[F:17])=[CH:12][CH:11]=1)=[O:8].[NH:24]1[CH2:28][CH2:27][C@@H:26]([OH:29])[CH2:25]1>>[Br:1][C:2]1[C:3]([N:24]2[CH2:28][CH2:27][C@@H:26]([OH:29])[CH2:25]2)=[N:4][CH:5]=[C:6]([CH:22]=1)[C:7]([NH:9][C:10]1[CH:15]=[CH:14][C:13]([S:16]([F:21])([F:20])([F:19])([F:18])[F:17])=[CH:12][CH:11]=1)=[O:8]. Reported procedure: The title compound was prepared in an analogous fashion to that described in Stage 33.1 using 5-bromo-6-chloro-N-(4-(pentafluorosulfanyl)phenyl)nicotinamide (Stage 216.2) and (R)-pyrrolidin-3-ol to afford a solid. UPLC-MS (Condition 3) tR=1.16 min, m/z=490.1.